This data is from the Open Reaction Database (ORD), a public repository of structured organic reaction records. The task is: describe an organic reaction: reactants, conditions, products, and yield The reactants are [Si](C)(C)(C(C)(C)C)OCC1=CC(=C2C(=N1)N(C(N2)=O)C2=CC(=C(OCC(=O)N(C)C)C=C2Cl)OCC2=C(C=CC=C2OC)F)C (2-{4-[5-(tert-butyldimethylsilyloxy)methyl-7-methyl-1,3-dihydro-2H-imidazo[4,5-b]pyridin-2-one-3-yl]-5-chloro-2-(2-fluoro-6-methoxybenzyloxy)phenoxy}-N,N-dimethylacetamide), [F-].C(CCC)[N+](CCCC)(CCCC)CCCC (tetra(n-butyl)ammonium fluoride). The solvent is C(C)(=O)OCC (ethyl acetate), O1CCCC1 (tetrahydrofuran). Conditions: time 3 hour. The product is ClC=1C(=CC(=C(OCC(=O)N(C)C)C1)OCC1=C(C=CC=C1OC)F)N1C(NC=2C1=NC(=CC2C)CO)=O (2-[5-Chloro-2-(2-fluoro-6-methoxybenzyloxy)-4-(5-hydroxymethyl-7-methyl-1,3-dihydro-2H-imidazo[4,5-b]pyridin-2-one-3-yl)phenoxy]-N,N-dimethylacetamide). The yield is 48.4%. As a reaction SMILES: [Si]([O:8][CH2:9][C:10]1[N:15]=[C:14]2[N:16]([C:20]3[C:32]([Cl:33])=[CH:31][C:23]([O:24][CH2:25][C:26]([N:28]([CH3:30])[CH3:29])=[O:27])=[C:22]([O:34][CH2:35][C:36]4[C:41]([O:42][CH3:43])=[CH:40][CH:39]=[CH:38][C:37]=4[F:44])[CH:21]=3)[C:17](=[O:19])[NH:18][C:13]2=[C:12]([CH3:45])[CH:11]=1)(C(C)(C)C)(C)C.[F-].C([N+](CCCC)(CCCC)CCCC)CCC>O1CCCC1.C(OCC)(=O)C>[Cl:33][C:32]1[C:20]([N:16]2[C:14]3=[N:15][C:10]([CH2:9][OH:8])=[CH:11][C:12]([CH3:45])=[C:13]3[NH:18][C:17]2=[O:19])=[CH:21][C:22]([O:34][CH2:35][C:36]2[C:41]([O:42][CH3:43])=[CH:40][CH:39]=[CH:38][C:37]=2[F:44])=[C:23]([CH:31]=1)[O:24][CH2:25][C:26]([N:28]([CH3:29])[CH3:30])=[O:27] |f:1.2|. Procedure: To a solution of 2-{4-[5-(tert-butyldimethylsilyloxy)methyl-7-methyl-1,3-dihydro-2H-imidazo[4,5-b]pyridin-2-one-3-yl]-5-chloro-2-(2-fluoro-6-methoxybenzyloxy)phenoxy}-N,N-dimethylacetamide (40 mg) in tetrahydrofuran (0.6 mL) was added tetra(n-butyl)ammonium fluoride (1 mol/L tetrahydrofuran solution, 1.2 mL), and the mixture was stirred at room temperature for 3 hours. The reaction mixture was diluted with ethyl acetate, and the mixture was washed with 1 mol/L hydrochloric acid, water and brine ... Reactants: NCCC(=O)O (β-alanine), C(C1=CC=CC=C1)=O (benzaldehyde), CC(C(CC(=O)NC1=CC=CC=C1)=O)C (4-methyl-3-oxo-N-phenyl-pentanamide). Run in hexanes, C(C)(=O)O (acetic acid), O (water), C(C)(=O)O (acetic acid), hexanes. The product is CC(C(C(C(=O)NC1=CC=CC=C1)=CC1=CC=CC=C1)=O)C (4-methyl-3-oxo-N-phenyl-2-(phenylmethylene)pentanamide). Isolated yield 84.7%. RXN SMILES: [CH3:1][CH:2]([CH3:15])[C:3](=[O:14])[CH2:4][C:5]([NH:7][C:8]1[CH:13]=[CH:12][CH:11]=[CH:10][CH:9]=1)=[O:6].NCCC(O)=O.[CH:22](=O)[C:23]1[CH:28]=[CH:27][CH:26]=[CH:25][CH:24]=1>C(O)(=O)C.O>[CH3:1][CH:2]([CH3:15])[C:3](=[O:14])[C:4](=[CH:22][C:23]1[CH:28]=[CH:27][CH:26]=[CH:25][CH:24]=1)[C:5]([NH:7][C:8]1[CH:13]=[CH:12][CH:11]=[CH:10][CH:9]=1)=[O:6]. Procedure: A suspension of 100 kg of 4-methyl-3-oxo-N-phenyl-pentanamide (Example B) in 660 kg of hexanes is treated with agitation under nitrogen with 8 kg of β-alanine, 47 kg of benzaldehyde, and 13 kg of glacial acetic acid. The resulting suspension is heated to reflux with removal of water for 20 hours. An additional 396 kg of hexanes and 3 kg of glacial acetic acid is added and reflux continued with water removal for one hour. The reaction mixture is cooled to 20°-25° C. and the product is isolated by... Reactants: C(=O)([O-])[O-].[K+].[K+] (K2CO3), N1C(C=CC=C1)=O (pyridinone), C1=CC2=C(N=C1)N(N=N2)O (HOAt), CN1CCOCC1 (NMM), CN1CCOCC1 (N-methylmorpholine), BrC=1C=C(C=2C=NN(C2C1)C(C)C)C(=O)O (6-bromo-1-(1-methylethyl)-1H-indazole-4-carboxylic acid), OC(=O)C(F)(F)F.NCC=1C(NC(=CC1C1CCCCC1)C)=O (3-(aminomethyl)-4-cyclohexyl-6-methyl-2(1H)-pyridinone TFA), ON1N=NC2=C1N=CC=C2 (1-hydroxy-7-azabenzotriazole). The solvent is O (water), C(CCl)Cl (EDC), C(CCl)Cl (EDC), CS(=O)C (DMSO). Conditions: time 8 hour. Yields the product BrC=1C=C(C=2C=NN(C2C1)C(C)C)C(=O)NCC=1C(NC(=CC1C1CCCCC1)C)=O (6-bromo-N-((4-cyclohexyl-6-methyl-2-oxo-1,2-dihydropyridin-3-yl)methyl)-1-isopropyl-1H-indazole-4-carboxamide). Reaction SMILES: [Br:1][C:2]1[CH:3]=[C:4]([C:14]([OH:16])=O)[C:5]2[CH:6]=[N:7][N:8]([CH:11]([CH3:13])[CH3:12])[C:9]=2[CH:10]=1.OC(C(F)(F)F)=O.[NH2:24][CH2:25][C:26]1[C:27](=[O:39])[NH:28][C:29]([CH3:38])=[CH:30][C:31]=1[CH:32]1[CH2:37][CH2:36][CH2:35][CH2:34][CH2:33]1.ON1C2N=CC=CC=2N=N1.CN1CCOCC1.N1C=CC=CC1=O.C([O-])([O-])=O.[K+].[K+]>CS(C)=O.O.C(Cl)CCl>[Br:1][C:2]1[CH:3]=[C:4]([C:14]([NH:24][CH2:25][C:26]2[C:27](=[O:39])[NH:28][C:29]([CH3:38])=[CH:30][C:31]=2[CH:32]2[CH2:37][CH2:36][CH2:35][CH2:34][CH2:33]2)=[O:16])[C:5]2[CH:6]=[N:7][N:8]([CH:11]([CH3:12])[CH3:13])[C:9]=2[CH:10]=1 |f:1.2,6.7.8|. Reported procedure: 6-bromo-1-(1-methylethyl)-1H-indazole-4-carboxylic acid (237 mg, 0.84 mmol), 3-(aminomethyl)-4-cyclohexyl-6-methyl-2(1H)-pyridinone TFA (378 mg, 1.13 mmol) and 1-hydroxy-7-azabenzotriazole (171 mg, 1.26 mmol) were stirred in 10 mL of DMSO for 10 min under nitrogen. N-methylmorpholine (0.37 ml, 3.35 mmol) was added along with EDC (241 mg, 1.26 mmol) and the mixture was stirred at rt overnight. An additional 0.2 eq of pyridinone, HOAt, NMM and EDC were added and the contents were stirred at rt ove... The reactants are FC1=CC=C(C=C1)CCCBr (3-(4-fluorophenyl)propyl bromide), [Cl-].[NH4+] (ammonium chloride), [Li]CCCC (n-BuLi), CCCCCC (hexane), C(#N)C1=CC=C(CN2C=NC=C2)C=C1 (1-(4-cyanobenzyl)-imidazole). The solvent is C1CCOC1 (THF), O1CCCC1 (tetrahydrofuran). Run at temperature -70 celsius, time 30 minute. Product: C(#N)C1=CC=C(C=C1)C(CCCC1=CC=C(C=C1)F)N1C=NC=C1 (1-[1-(4-cyanophenyl)-4-(4-fluorophenyl)butyl]-1H-imidazole). As a reaction SMILES: [C:1]([C:3]1[CH:14]=[CH:13][C:6]([CH2:7][N:8]2[CH:12]=[CH:11][N:10]=[CH:9]2)=[CH:5][CH:4]=1)#[N:2].[Li]CCCC.CCCCCC.[F:26][C:27]1[CH:32]=[CH:31][C:30]([CH2:33][CH2:34][CH2:35]Br)=[CH:29][CH:28]=1.[Cl-].[NH4+]>C1COCC1>[C:1]([C:3]1[CH:4]=[CH:5][C:6]([CH:7]([N:8]2[CH:12]=[CH:11][N:10]=[CH:9]2)[CH2:35][CH2:34][CH2:33][C:30]2[CH:31]=[CH:32][C:27]([F:26])=[CH:28][CH:29]=2)=[CH:13][CH:14]=1)#[N:2] |f:4.5|. Procedure: 1-(4-cyanobenzyl)-imidazole (1 g, 0.0054 mol) is dissolved into dry tetrahydrofuran (30 ml) and cooled to -70° C. n-BuLi in hexane (0.0054 mol) is added dropwise into the reaction mixture. After stirring for additional 30 min at -70° C. 3-(4-fluorophenyl)propyl bromide (1.5 g, 0.0069 mol) in THF (10 ml) is added to the mixture and stirig is continued for 2 hours. Then the mixture is allowed to warm to room temperature. Saturted aqueous ammonium chloride solution is added to the mixture, shaked a... Reactants: N#CCC(N)=O, Cl, [K+], CN(C)C=O, S=C=Nc1cccc(Oc2ccccc2)c1, [OH-], O. Product: N#CC(C(N)=O)C(=S)Nc1cccc(Oc2ccccc2)c1. RXN SMILES: [C:3](#[N:4])[CH2:5][C:6](=[O:7])[NH2:8].[ClH:25].[K+:2].[O:26]=[CH:27][N:28]([CH3:29])[CH3:30].[O:9]([c:10]1[cH:11][cH:12][cH:13][cH:14][cH:15]1)[c:16]1[cH:17][c:18]([N:22]=[C:23]=[S:24])[cH:19][cH:20][cH:21]1.[OH-:1].[OH2:31]>>[C:3](#[N:4])[CH:5]([C:6](=[O:7])[NH2:8])[C:23]([NH:22][c:18]1[cH:17][c:16]([O:9][c:10]2[cH:11][cH:12][cH:13][cH:14][cH:15]2)[cH:21][cH:20][cH:19]1)=[S:24]. Starting materials: ON1C(CCC1=O)=O (N-hydroxy succinimide), CCN(C(C)C)C(C)C (DIEA), C(CCCCCCCCCCC)(=O)Cl (Lauroyl chloride), ON1C(CCC1=O)=O.C(CCCCCCC\C=C/CCCCCCCC)(=O)O (oleic acid N-hydroxy succinimide). The solvent is C1CCOC1 (THF), C1CCOC1 (THF). Reaction conditions: temperature 0 celsius. Yields the product ON1C(CCC1=O)=O.C(CCCCCCCCCCC)(=O)O (Lauric Acid N-hydroxy Succinimide). RXN SMILES: [OH:1][N:2]1[C:6](=[O:7])[CH2:5][CH2:4][C:3]1=[O:8].[C:9]([OH:28])(=[O:27])[CH2:10][CH2:11][CH2:12][CH2:13][CH2:14][CH2:15][CH2:16]/[CH:17]=[CH:18]\[CH2:19][CH2:20]CCCCCC.ON1C(=O)CCC1=O.CCN(C(C)C)C(C)C.C(Cl)(=O)CCCCCCCCCCC>C1COCC1>[OH:1][N:2]1[C:6](=[O:7])[CH2:5][CH2:4][C:3]1=[O:8].[C:9]([OH:28])(=[O:27])[CH2:10][CH2:11][CH2:12][CH2:13][CH2:14][CH2:15][CH2:16][CH2:17][CH2:18][CH2:19][CH3:20] |f:0.1,6.7|. Procedure: It was prepared exactly in a similar way as in the preparation of oleic acid N-hydroxy succinimide. In brief, 1.33 gr. of N-hydroxy succinimide (11.56 mmole, 1.5 eq.) and DIEA (1.35 ml) were dissolved in 50.0 ml of anhydrous THF and gently stirred at 0° C. under nitrogen atmosphere. Then, Lauroyl chloride (1.8 ml, 99% Sigma, 7.8 mmole, 1.0 eq.) dissolved in 50 ml of anhydrous THF was added dropwise during 1 h. The mixture was gently stirred for 2 h at 0° C. and over-night at room temperature. Th...